From a dataset of the Open Reaction Database (ORD), a public repository of structured organic reaction records. describe an organic reaction: reactants, conditions, products, and yield The product is O1B(OC(C)(C)C1(C)C)C2=CC=CC=3C=C(NC32)C=4C=CC=CC4. Starting materials: C=1C=CC(=CC1)C2=CC=3C=CC=CC3N2. Reagents/catalysts: N=1C=CC(=CC1C=2N=CC=C(C2)C(C)(C)C)C(C)(C)C, O1BOC(C)(C)C1(C)C, C[OH2+].C[OH2+].C1CC=CCCC=C1.C1CC=CCCC=C1.[Ir].[Ir]. Yield: 69.0%. Run at temperature 60 celsius, time 3 hour. Run in CCCCCC. Reactants: FC(C1=NC(=CC(=C1C(=O)OCC)O)C(F)(F)F)(F)F (Ethyl 2,6-bis(trifluoromethyl)-4-hydroxy-3-pyridinecarboxylate), C(C1=CC=CC=C1)Br (benzyl bromide), C([O-])([O-])=O.[K+].[K+] (potassium carbonate). Run in CC(=O)C (acetone). Yields the product FC(C1=NC(=CC(=C1C(=O)OCC)OCC1=CC=CC=C1)C(F)(F)F)(F)F (Ethyl 2,6-bis(trifluoromethyl)-4-benzyloxy-3-pyridinecarboxylate). Isolated yield 81.4%. RXN SMILES: [F:1][C:2]([F:20])([F:19])[C:3]1[C:8]([C:9]([O:11][CH2:12][CH3:13])=[O:10])=[C:7]([OH:14])[CH:6]=[C:5]([C:15]([F:18])([F:17])[F:16])[N:4]=1.[CH2:21](Br)[C:22]1[CH:27]=[CH:26][CH:25]=[CH:24][CH:23]=1.C(=O)([O-])[O-].[K+].[K+]>CC(C)=O>[F:20][C:2]([F:19])([F:1])[C:3]1[C:8]([C:9]([O:11][CH2:12][CH3:13])=[O:10])=[C:7]([O:14][CH2:21][C:22]2[CH:27]=[CH:26][CH:25]=[CH:24][CH:23]=2)[CH:6]=[C:5]([C:15]([F:18])([F:17])[F:16])[N:4]=1 |f:2.3.4|. Reported procedure: A mixture of 6.06 g (0.02 mol) of product of Example 3, 16 g of benzyl bromide, 3 g of potassium carbonate and 50 ml of acetone was held at reflux for 2 hours and concentrated. The residue was treated with water and extracted with ether. The ether solution was dried and concentrated. The residue was kugelrohr distilled at 13 Pa (pot temperature 50° C.) to remove excess benzyl bromide. The residue was crystallized from hexane to give 6.4 g (81%) of product; mp 56°-58.5° C.